Dataset: the Open Reaction Database (ORD), a public repository of structured organic reaction records. Task: describe an organic reaction: reactants, conditions, products, and yield Starting materials: BrC=1NC(=C(C1C#N)Br)Br (2,4,5-tribromopyrrole-3-carbonitrile), CC(C)([O-])C.[K+] (potassium t-butoxide), ClC1=CC=C(C(=O)Cl)C=C1 (p-chlorobenzoyl chloride). The solvent is O1CCCC1 (tetrahydrofuran), O1CCCC1 (tetrahydrofuran), O (water), C(C)(=O)OCC (ethyl acetate). Conditions: time 10 minute. Yields the product BrC=1N(C(=C(C1C#N)Br)Br)C(C1=CC=C(C=C1)Cl)=O (2,4,5-tribromo-1-(p-chlorobenzoyl)-pyrrole-3-carbonitrile). As a reaction SMILES: [Br:1][C:2]1[NH:3][C:4]([Br:10])=[C:5]([Br:9])[C:6]=1[C:7]#[N:8].CC(C)([O-])C.[K+].[Cl:17][C:18]1[CH:26]=[CH:25][C:21]([C:22](Cl)=[O:23])=[CH:20][CH:19]=1>O1CCCC1.O.C(OCC)(=O)C>[Br:1][C:2]1[N:3]([C:22](=[O:23])[C:21]2[CH:25]=[CH:26][C:18]([Cl:17])=[CH:19][CH:20]=2)[C:4]([Br:10])=[C:5]([Br:9])[C:6]=1[C:7]#[N:8] |f:1.2|. Procedure details: A mixture of 2,4,5-tribromopyrrole-3-carbonitrile (5.0 g, 0.015 mol) and potassium t-butoxide (2.0 g, 0.018 mol) in dry tetrahydrofuran is stirred for 10 minutes at room temperature, treated dropwise with a solution of p-chlorobenzoyl chloride (3.25 g, 0.018 mol) in tetrahydrofuran, heated at reflux temperature for 3 hours, cooled and diluted with a mixture of water and ethyl acetate. The organic phase is separated, washed with brine, dried over Na2SO4 and concentrated in vacuo to afford a tan s... Reactants: NC=1C(=NNC1)C1=NC=2C(=CC=3C(C(N(C3C2)CC)=O)(C)C)N1 (2-(4-amino-1H-pyrazol-3-yl)-5-ethyl-7,7-dimethyl-5,7-dihydro-1H-imidazo[4,5-f]indol-6-one), C1(CCCCC1)C(=O)Cl (cyclohexanecarbonyl chloride). Yields the product C(C)N1C(C(C=2C=C3C(=CC12)N=C(N3)C3=NNC=C3NC(=O)C3CCCCC3)(C)C)=O (Cyclohexanecarboxylic acid[3-(5-ethyl-7,7-dimethyl-6-oxo-1,5,6,7-tetrahydro-imidazo[4,5-f]indol-2-yl)-1H-pyrazol-4-yl]-amide), powder. As a reaction SMILES: [NH2:1][C:2]1[C:3]([C:7]2[NH:23][C:10]3=[CH:11][C:12]4[C:13]([CH3:22])([CH3:21])[C:14](=[O:20])[N:15]([CH2:18][CH3:19])[C:16]=4[CH:17]=[C:9]3[N:8]=2)=[N:4][NH:5][CH:6]=1.[CH:24]1([C:30](Cl)=[O:31])[CH2:29][CH2:28][CH2:27][CH2:26][CH2:25]1>>[CH2:18]([N:15]1[C:16]2[CH:17]=[C:9]3[N:8]=[C:7]([C:3]4[C:2]([NH:1][C:30]([CH:24]5[CH2:29][CH2:28][CH2:27][CH2:26][CH2:25]5)=[O:31])=[CH:6][NH:5][N:4]=4)[NH:23][C:10]3=[CH:11][C:12]=2[C:13]([CH3:22])([CH3:21])[C:14]1=[O:20])[CH3:19]. Yield: 23.0%. Procedure: Cyclohexanecarboxylic acid[3-(5-ethyl-7,7-dimethyl-6-oxo-1,5,6,7-tetrahydro-imidazo[4,5-f]indol-2-yl)-1H-pyrazol-4-yl]-amide was prepared using 2-(4-amino-1H-pyrazol-3-yl)-5-ethyl-7,7-dimethyl-5,7-dihydro-1H-imidazo[4,5-f]indol-6-one (200 mg, 0.64 mmol) and cyclohexanecarbonyl chloride (258 μl, 1.93 mmol). The title compound was obtained as light brown powder (64 mg, 23%). Starting materials: C(C)OC(CN(C(C(F)(F)F)=O)CP(=O)O)=O (Ethyl-N-(hydroxyphosphinylmethyl)-N-(trifluoroacetyl)glycinate), C1=CC=CC=C1 (benzene), P(Cl)(Cl)Cl (phosphorus trichloride). Product: C(C)C(N(CP(Cl)Cl)C(C(F)(F)F)=O)C(=O)O (ethyl-N-(trifluoroacetyl)-N-[bis(chloro)phosphinomethyl]glycine). Reaction SMILES: C([O:3][C:4](=[O:17])[CH2:5][N:6]([CH2:13]P(O)=O)[C:7](=[O:12])[C:8]([F:11])([F:10])[F:9])C.[P:18]([Cl:21])(Cl)[Cl:19].[CH:22]1C=CC=C[CH:23]=1>>[CH2:22]([CH:5]([C:4]([OH:3])=[O:17])[N:6]([C:7](=[O:12])[C:8]([F:9])([F:10])[F:11])[CH2:13][P:18]([Cl:21])[Cl:19])[CH3:23]. Procedure details: Ethyl-N-(hydroxyphosphinylmethyl)-N-(trifluoroacetyl)glycinate (2.8 g.) was dissolved in benzene and added dropwise to excess phosphorus trichloride with stirring. The solution was filtered and the supernatant liquid decanted and evaporated under vacuum to yield ethyl-N-(trifluoroacetyl)-N-[bis(chloro)phosphinomethyl]glycine as a clear oil. The clear oil was dissolved in tetrahydrofuran and a solution of methane thiol (0.96 g.) and triethylamine (2.05 g.) dissolved in tetrahydrofuran added with ... Reactants: ClC=1C(N(N=CC1NCC1=CC(=CC=C1)OCC1=CC=CC=C1)C(C)C)=O (4-chloro-5-(3-benzyloxybenzylamino)-2-i-propyl-3(2H)pyridazinone), CSC (dimethyl sulfide), ClCCl (dichloromethane), B(F)(F)F.CCOCC (boron trifluoride etherate). Run in CCCCCC (n-hexane). Run at temperature 0 celsius, time 24 hour. Product: ClC=1C(N(N=CC1NCC1=CC(=CC=C1)O)C(C)C)=O (4-Chloro-5-(3-hydroxybenzylamino)-2-i-propyl-3-(2H)pyridazinone). As a reaction SMILES: [Cl:1][C:2]1[C:3](=[O:27])[N:4]([CH:24]([CH3:26])[CH3:25])[N:5]=[CH:6][C:7]=1[NH:8][CH2:9][C:10]1[CH:15]=[CH:14][CH:13]=[C:12]([O:16]CC2C=CC=CC=2)[CH:11]=1.CSC.ClCCl.B(F)(F)F.CCOCC>CCCCCC>[Cl:1][C:2]1[C:3](=[O:27])[N:4]([CH:24]([CH3:25])[CH3:26])[N:5]=[CH:6][C:7]=1[NH:8][CH2:9][C:10]1[CH:15]=[CH:14][CH:13]=[C:12]([OH:16])[CH:11]=1 |f:3.4|. Procedure: Into a mixture comprising 1.15 g of 4-chloro-5-(3-benzyloxybenzylamino)-2-i-propyl-3(2H)pyridazinone (Compound No. 95) prepared in Example 1A, 10 ml of dimethyl sulfide and 4 ml of dichloromethane, 3.41 g of boron trifluoride etherate was added under cooling with ice. The mixture was stirred at 0° C. for 30 minutes and at room temperature for further 24 hours. The reaction solution was cooled with ice and 40 ml of n-hexane was added thereto, whereby a pale yellow solid substance was precipitated... Reactants: C1CCOC1, CC(C)(C)C(=O)O, [Cl-], NCc1ccc(Cl)c([N+](=O)[O-])c1Cl. Product: CC(C)(C)C(=O)NCc1ccc(Cl)c([N+](=O)[O-])c1Cl. Reaction SMILES: [CH2:22]1[O:23][CH2:24][CH2:25][CH2:26]1.[CH3:2][C:3]([C:4](=[O:5])[OH:6])([CH3:7])[CH3:8].[Cl-:1].[N+:9](=[O:10])([O-:11])[c:12]1[c:13]([Cl:21])[c:14]([CH2:15][NH2:16])[cH:17][cH:18][c:19]1[Cl:20]>>[CH3:2][C:3]([C:4](=[O:5])[NH:16][CH2:15][c:14]1[c:13]([Cl:21])[c:12]([N+:9](=[O:10])[O-:11])[c:19]([Cl:20])[cH:18][cH:17]1)([CH3:7])[CH3:8]. The product is Cc1ccc(F)c(C(=O)Nc2c[nH]c3ncc(Br)c(N4CCCC(N)C4)c23)c1, Cl. Reaction SMILES: [Br:1][c:2]1[c:3]([N:22]2[CH2:23][CH:24]([NH:28][C:29](=[O:30])[O:31][C:32]([CH3:33])([CH3:34])[CH3:35])[CH2:25][CH2:26][CH2:27]2)[c:4]2[c:5]([n:6][cH:7]1)[nH:8][cH:9][c:10]2[NH:11][C:12]([c:13]1[c:14]([F:20])[cH:15][cH:16][c:17]([CH3:19])[cH:18]1)=[O:21].[Cl:44][CH2:45][Cl:46].[ClH:43].[F:36][C:37]([F:38])([F:39])[C:40]([OH:41])=[O:42]>>[Br:1][c:2]1[c:3]([N:22]2[CH2:23][CH:24]([NH2:28])[CH2:25][CH2:26][CH2:27]2)[c:4]2[c:5]([n:6][cH:7]1)[nH:8][cH:9][c:10]2[NH:11][C:12]([c:13]1[c:14]([F:20])[cH:15][cH:16][c:17]([CH3:19])[cH:18]1)=[O:21].[ClH:43]. The reactants are Cc1ccc(F)c(C(=O)Nc2c[nH]c3ncc(Br)c(N4CCCC(NC(=O)OC(C)(C)C)C4)c23)c1, ClCCl, Cl, O=C(O)C(F)(F)F. The reactants are COc1ccc(CCCO)cc1OC, ClCCl. The product is COc1ccc(CCC=O)cc1OC. RXN SMILES: [CH3:1][O:2][c:3]1[cH:4][c:5]([CH2:11][CH2:12][CH2:13][OH:14])[cH:6][cH:7][c:8]1[O:9][CH3:10].[Cl:15][CH2:16][Cl:17]>>[CH3:1][O:2][c:3]1[cH:4][c:5]([CH2:11][CH2:12][CH:13]=[O:14])[cH:6][cH:7][c:8]1[O:9][CH3:10]. Starting materials: FC=1C=C(CN2N=C(C=C(C2=O)COS(=O)(=O)C)C2=CC(=C(C=C2)OC)F)C=CC1F (2-(3,4-difluorobenzyl)-6-(3-fluoro-4-methoxyphenyl)-4-methanesulfonyloxymethyl-2H-pyridazin-3-one), CN1CCNCC1 (1-methylpiperazine). Yields the product FC=1C=C(CN2N=C(C=C(C2=O)CN2CCN(CC2)C)C2=CC(=C(C=C2)OC)F)C=CC1F (2-(3,4-difluorobenzyl)-6-(3-fluoro-4-methoxyphenyl)-4-(4-methyl-1-piperazinyl)methyl-2H-pyridazin-3-one). Isolated yield 55.0%. RXN SMILES: [F:1][C:2]1[CH:3]=[C:4]([CH:28]=[CH:29][C:30]=1[F:31])[CH2:5][N:6]1[C:11](=[O:12])[C:10]([CH2:13]OS(C)(=O)=O)=[CH:9][C:8]([C:19]2[CH:24]=[CH:23][C:22]([O:25][CH3:26])=[C:21]([F:27])[CH:20]=2)=[N:7]1.[CH3:32][N:33]1[CH2:38][CH2:37][NH:36][CH2:35][CH2:34]1>>[F:1][C:2]1[CH:3]=[C:4]([CH:28]=[CH:29][C:30]=1[F:31])[CH2:5][N:6]1[C:11](=[O:12])[C:10]([CH2:13][N:36]2[CH2:37][CH2:38][N:33]([CH3:32])[CH2:34][CH2:35]2)=[CH:9][C:8]([C:19]2[CH:24]=[CH:23][C:22]([O:25][CH3:26])=[C:21]([F:27])[CH:20]=2)=[N:7]1. Procedure: Following the procedure of Example 1(10), 2-(3,4-difluorobenzyl)-6-(3-fluoro-4-methoxyphenyl)-4-methanesulfonyloxymethyl-2H-pyridazin-3-one and 1-methylpiperazine were reacted to yield the title compound as slightly-yellow neeldes (yield: 55.0%). Starting materials: COc1cc(N(CC2NCCc3cc(O)c(O)cc32)C(=O)OCc2ccccc2)cc(OC)c1OC, CC(=O)O, Cl, Cl. The product is Cl, COc1cc(NCC2NCCc3cc(O)c(O)cc32)cc(OC)c1OC. Reaction SMILES: [CH2:2]([O:3][C:4](=[O:5])[N:12]([c:13]1[cH:14][c:15]([O:23][CH3:24])[c:16]([O:21][CH3:22])[c:17]([O:19][CH3:20])[cH:18]1)[CH2:25][CH:26]1[NH:27][CH2:28][CH2:29][c:30]2[cH:31][c:32]([OH:37])[c:33]([OH:36])[cH:34][c:35]21)[c:6]1[cH:7][cH:8][cH:9][cH:10][cH:11]1.[CH3:39][C:40](=[O:41])[OH:42].[ClH:1].[ClH:38]>>[ClH:1].[NH:12]([c:13]1[cH:14][c:15]([O:23][CH3:24])[c:16]([O:21][CH3:22])[c:17]([O:19][CH3:20])[cH:18]1)[CH2:25][CH:26]1[NH:27][CH2:28][CH2:29][c:30]2[cH:31][c:32]([OH:37])[c:33]([OH:36])[cH:34][c:35]21. Reactants: CC1=C(C(=CC(=C1)N1CCOCC1)[N+](=O)[O-])N.IC1=C(C(=NC=C1)OC)C1=NC2=C(N1)C=C(C=C2C)N2CCOCC2 (2-(4-Iodo-2-methoxy-pyridin-3-yl)-4-methyl-6-morpholin-4-yl-1H-benzoimidazole 2-Methyl-4-morpholin-4-yl-6-nitro-phenylamine), IC1=C(C(=NC=C1)OC)C=O (4-Iodo-2-methoxy-pyridine-3-carbaldehyde), [H][H] (hydrogen). Reagents/catalysts: [Pd] (Palladium on carbon). The solvent is CO (methanol), CO (methanol). Conditions: temperature 0 celsius. The product is CC1=C(C(=CC(=C1)N1CCOCC1)[N+](=O)[O-])N (2-Methyl-4-morpholin-4-yl-6-nitro-phenylamine), solid. The yield is 51.0%. As a reaction SMILES: [CH3:1][C:2]1[CH:7]=[C:6]([N:8]2[CH2:13][CH2:12][O:11][CH2:10][CH2:9]2)[CH:5]=[C:4]([N+:14]([O-:16])=[O:15])[C:3]=1[NH2:17].IC1C=CN=C(OC)C=1C1NC2C=C(N3CCOCC3)C=C(C)C=2N=1.[H][H].IC1C=CN=C(OC)C=1C=O>CO.[Pd]>[CH3:1][C:2]1[CH:7]=[C:6]([N:8]2[CH2:13][CH2:12][O:11][CH2:10][CH2:9]2)[CH:5]=[C:4]([N+:14]([O-:16])=[O:15])[C:3]=1[NH2:17] |f:0.1|. Reported procedure: 2-(4-Iodo-2-methoxy-pyridin-3-yl)-4-methyl-6-morpholin-4-yl-1H-benzoimidazole 2-Methyl-4-morpholin-4-yl-6-nitro-phenylamine (15.2 g, 64 mmol) was suspended in methanol (200 ml) in a PARR flask. Palladium on carbon (1.0 g, 10% Pd) was added and the suspension shaken under 60 psi of hydrogen overnight. The mixture was filtered through a pad of celite (under argon) into a 3-neck flask, the celite rinsed with methanol and the filtrate diluted with methanol to a total volume of 500 ml and cooled to 0...